This data is from the Open Reaction Database (ORD), a public repository of structured organic reaction records. The task is: describe an organic reaction: reactants, conditions, products, and yield The reactants are CNC(C1=CC=C(C=C1)CC=1NC2=C(N1)C=CC=C2)=O (N-methyl-p-[(2-benzimidazolyl)methyl]benzamide), [H-].[Al+3].[Li+].[H-].[H-].[H-] (lithium aluminium hydride), solution, [OH-].[K+] (potassium hydroxide), O (water), O (water). The solvent is O1CCCC1 (tetrahydrofuran). Product: CNCC1=CC=C(CC=2NC3=C(N2)C=CC=C3)C=C1 (2-[4-[(methylamino)methyl]benzyl]benzimidazole). The yield is 83.8%. As a reaction SMILES: [CH3:1][NH:2][C:3](=O)[C:4]1[CH:9]=[CH:8][C:7]([CH2:10][C:11]2[NH:12][C:13]3[CH:19]=[CH:18][CH:17]=[CH:16][C:14]=3[N:15]=2)=[CH:6][CH:5]=1.[H-].[Al+3].[Li+].[H-].[H-].[H-].O.[OH-].[K+]>O1CCCC1>[CH3:1][NH:2][CH2:3][C:4]1[CH:5]=[CH:6][C:7]([CH2:10][C:11]2[NH:12][C:13]3[CH:19]=[CH:18][CH:17]=[CH:16][C:14]=3[N:15]=2)=[CH:8][CH:9]=1 |f:1.2.3.4.5.6,8.9|. Reported procedure: 1.98 g (0.0075 mol) of N-methyl-p-[(2-benzimidazolyl)methyl]benzamide are added portionwise to a stirred suspension of 0.58 g (0.0075 mol) of lithium aluminium hydride in 40 ml of tetrahydrofuran and subsequently heated to reflux for 4 hours. At 5°-10° there are added dropwise 1.5 ml of water, then 2.3 ml of a 10% solution of potassium hydroxide and again 1.5 ml of water. The precipitate is filtered off and boiled three times with 20 ml of tetrahydrofuran each time. The combined filtrates are wa... Reactants: C1(=CC=CC=C1)NC1=CC=CC=C1 (diphenylamine), CN=C=O (methyl isocyanate), P(=O)(OCCCC)(OCCCC)[O-] (di-n-butyl phosphate). The solvent is C1(=CC=CC=C1)C (toluene). Reaction conditions: temperature 100 celsius. Product: CNC(=O)N(C1=CC=CC=C1)C1=CC=CC=C1 (N-methyl-N',N'-diphenylurea). Reaction SMILES: [C:1]1([NH:7][C:8]2[CH:13]=[CH:12][CH:11]=[CH:10][CH:9]=2)[CH:6]=[CH:5][CH:4]=[CH:3][CH:2]=1.[CH3:14][N:15]=[C:16]=[O:17].P([O-])(OCCCC)(OCCCC)=O>C1(C)C=CC=CC=1>[CH3:14][NH:15][C:16]([N:7]([C:1]1[CH:2]=[CH:3][CH:4]=[CH:5][CH:6]=1)[C:8]1[CH:9]=[CH:10][CH:11]=[CH:12][CH:13]=1)=[O:17]. Reported procedure: 0.5 mole of diphenylamine was taken together with 0.53 mole of methyl isocyanate and 0,6 g of di-n-butyl phosphate in 150 ml of toluene. The mixture was heated at 100° C. for 10 hours, with stirring. After cooling to room temperature, the N-methyl-N',N'-diphenylurea formed was filtered off wtih suction. The filtrate was made up to 150 ml with toluene, and 0.5 mole of diphenylamine and 0.53 mole of methyl isocyanate were added. The mixture was heated again at 100° C. for 10 hours, with stirring, ... The reactants are Cc1ccccc1C=[N+]1CCCCC1, [Cl-], Oc1ccc(Cl)c2ccccc12. The product is Cc1ccccc1C(c1cc(Cl)c2ccccc2c1O)N1CCCCC1. As a reaction SMILES: [CH3:2][c:3]1[c:4]([CH:5]=[N+:6]2[CH2:7][CH2:8][CH2:9][CH2:10][CH2:11]2)[cH:12][cH:13][cH:14][cH:15]1.[Cl-:1].[Cl:16][c:17]1[cH:18][cH:19][c:20]([OH:27])[c:21]2[cH:22][cH:23][cH:24][cH:25][c:26]12>>[CH3:2][c:3]1[c:4]([CH:5]([N:6]2[CH2:7][CH2:8][CH2:9][CH2:10][CH2:11]2)[c:19]2[cH:18][c:17]([Cl:16])[c:26]3[c:21]([c:20]2[OH:27])[cH:22][cH:23][cH:24][cH:25]3)[cH:12][cH:13][cH:14][cH:15]1. RXN SMILES: [CH3:25][C:26](=[O:27])[O:28][C:29](=[O:30])[CH3:31].[CH3:3][O:4][c:5]1[cH:6][c:7]([N+:22](=[O:23])[O-:24])[c:8]([NH:9][S:10](=[O:11])(=[O:12])[c:13]2[cH:14][cH:15][c:16]([CH3:19])[cH:17][cH:18]2)[cH:20][cH:21]1.[H-:1].[Na+:2].[O:33]=[CH:34][N:35]([CH3:36])[CH3:37].[OH2:32]>>[CH3:3][O:4][c:5]1[cH:6][c:7]([N+:22](=[O:23])[O-:24])[c:8]([N:9]([S:10](=[O:11])(=[O:12])[c:13]2[cH:14][cH:15][c:16]([CH3:19])[cH:17][cH:18]2)[C:26]([CH3:25])=[O:27])[cH:20][cH:21]1. Starting materials: CC(=O)OC(C)=O, COc1ccc(NS(=O)(=O)c2ccc(C)cc2)c([N+](=O)[O-])c1, [H-], [Na+], CN(C)C=O, O. Yields the product COc1ccc(N(C(C)=O)S(=O)(=O)c2ccc(C)cc2)c([N+](=O)[O-])c1.